Dataset: the Open Reaction Database (ORD), a public repository of structured organic reaction records. Task: describe an organic reaction: reactants, conditions, products, and yield Starting materials: CC(C)(C)ON=O, ON=C1CCCCCCCCCCC1, C1CCCCCCCCCCC1, CC(=O)O, O=[N+]([O-])C1CCCCCCCCCCC1, [Na+], [OH-], O=C1c2ccccc2C(=O)N1O, O=S(=O)([O-])C(F)(F)F, O=S(=O)([O-])C(F)(F)F, O=S(=O)([O-])C(F)(F)F, [Sc+3]. RXN SMILES: [C:13]([CH3:16])([O:17][N:14]=[O:15])([CH3:18])[CH3:19].[C:34]1(=[N:35][OH:36])[CH2:37][CH2:38][CH2:39][CH2:40][CH2:41][CH2:42][CH2:43][CH2:44][CH2:45][CH2:46][CH2:47]1.[CH2:1]1[CH2:2][CH2:3][CH2:4][CH2:5][CH2:6][CH2:7][CH2:8][CH2:9][CH2:10][CH2:11][CH2:12]1.[CH3:88][C:89](=[O:90])[OH:91].[N+:48]([CH:49]1[CH2:50][CH2:51][CH2:52][CH2:53][CH2:54][CH2:55][CH2:56][CH2:57][CH2:58][CH2:59][CH2:60]1)([O-:61])=[O:62].[Na+:33].[OH-:32].[OH:20][N:21]1[C:22](=[O:23])[c:24]2[cH:25][cH:26][cH:27][cH:28][c:29]2[C:30]1=[O:31].[S:63]([O-:64])([C:65]([F:66])([F:67])[F:68])(=[O:69])=[O:70].[S:72]([O-:73])([C:74]([F:75])([F:76])[F:77])(=[O:78])=[O:79].[S:80]([O-:81])([C:82]([F:83])([F:84])[F:85])(=[O:86])=[O:87].[Sc+3:71]>>[C:1]1(=[O:17])[CH2:2][CH2:3][CH2:4][CH2:5][CH2:6][CH2:7][CH2:8][CH2:9][CH2:10][CH2:11][CH2:12]1. Yields the product O=C1CCCCCCCCCCC1. Reactants: COC(=O)C1=CC=C(C(=N1)I)OC (2-iodo-3-methoxypyridine-6-carboxylic acid methyl ester), COC(C=C)=O (acrylic acid methyl ester), [Cl-] (chloride), C([O-])([O-])=O.[K+].[K+] (potassium carbonate). Reagents/catalysts: [Br-].C(CCC)[N+](CCCC)(CCCC)CCCC (tetrabutylammonium bromide). Run in CN(C=O)C (dimethylformamide). The product is COC(\C=C\C1=NC(=CC=C1OC)C(=O)OC)=O (3-(3-methoxy-6-methoxycarbonyl-2-pyridyl)-(2E)-2-propenoic acid methyl ester). The yield is 58.3%. Reaction SMILES: [CH3:1][O:2][C:3]([C:5]1[N:10]=[C:9](I)[C:8]([O:12][CH3:13])=[CH:7][CH:6]=1)=[O:4].[CH3:14][O:15][C:16](=[O:19])[CH:17]=[CH2:18].[Cl-].C(=O)([O-])[O-].[K+].[K+]>CN(C)C=O.[Br-].C([N+](CCCC)(CCCC)CCCC)CCC>[CH3:14][O:15][C:16](=[O:19])/[CH:17]=[CH:18]/[C:9]1[C:8]([O:12][CH3:13])=[CH:7][CH:6]=[C:5]([C:3]([O:2][CH3:1])=[O:4])[N:10]=1 |f:3.4.5,7.8|. Procedure details: Under the conditions of example 1 B, a solution of 22 g of 2-iodo-3-methoxypyridine-6-carboxylic acid methyl ester in 50 ml of dimethylformamide is reacted with 12.6 g of acrylic acid methyl ester in the presence of 5.3 g of bis-triphenylphosphinepalladium(II) chloride, 25.9 g of potassium carbonate and 23.4 g of tetrabutylammonium bromide, worked up, and the crude product is chromatographed on silica gel with hexane/0-30% ethyl acetate. 11 g of 3-(3-methoxy-6-methoxycarbonyl-2-pyridyl)-(2E)-2-p... Starting materials: CC(C)c1nc2cc[nH]c(=O)c2c2cc(Br)ccc12, Cn1cc(B2OC(C)(C)C(C)(C)O2)cn1, CO, [Na+], [Na+], O=C([O-])[O-], CN(C)C=O. Yields the product CC(C)c1nc2cc[nH]c(=O)c2c2cc(-c3cnn(C)c3)ccc12. As a reaction SMILES: [Br:1][c:2]1[cH:3][c:4]2[c:5]([c:6]([CH:15]([CH3:16])[CH3:17])[n:7][c:8]3[cH:9][cH:10][nH:11][c:12](=[O:14])[c:13]23)[cH:18][cH:19]1.[CH3:20][n:21]1[n:22][cH:23][c:24]([B:26]2[O:27][C:28]([CH3:29])([CH3:30])[C:31]([CH3:32])([CH3:33])[O:34]2)[cH:25]1.[CH3:46][OH:47].[Na+:40].[Na+:41].[O-:42][C:43](=[O:44])[O-:45].[O:35]=[CH:36][N:37]([CH3:38])[CH3:39]>>[c:2]1(-[c:24]2[cH:23][n:22][n:21]([CH3:20])[cH:25]2)[cH:3][c:4]2[c:5]([c:6]([CH:15]([CH3:16])[CH3:17])[n:7][c:8]3[cH:9][cH:10][nH:11][c:12](=[O:14])[c:13]23)[cH:18][cH:19]1. The reactants are CCCOC(C)CCC(C)O, Cc1ccccc1, CCCCCCCCOc1ccc(-c2ccc(Cl)nn2)cc1, [Na], O. RXN SMILES: [CH2:1]([CH2:2][CH3:3])[O:4][CH:5]([CH2:6][CH2:7][CH:8]([CH3:9])[OH:10])[CH3:11].[CH3:36][c:37]1[cH:38][cH:39][cH:40][cH:41][cH:42]1.[Cl:13][c:14]1[n:15][n:16][c:17](-[c:20]2[cH:21][cH:22][c:23]([O:26][CH2:27][CH2:28][CH2:29][CH2:30][CH2:31][CH2:32][CH2:33][CH3:34])[cH:24][cH:25]2)[cH:18][cH:19]1.[Na:12].[OH2:35]>>[CH2:1]([CH2:2][CH3:3])[O:4][CH:5]([CH2:6][CH2:7][CH:8]([CH3:9])[O:10][c:14]1[n:15][n:16][c:17](-[c:20]2[cH:21][cH:22][c:23]([O:26][CH2:27][CH2:28][CH2:29][CH2:30][CH2:31][CH2:32][CH2:33][CH3:34])[cH:24][cH:25]2)[cH:18][cH:19]1)[CH3:11]. Yields the product CCCCCCCCOc1ccc(-c2ccc(OC(C)CCC(C)OCCC)nn2)cc1. Reactants: CCOC(=O)CCCBr, Cc1c(N(Cc2ccccc2)Cc2ccc(Oc3cccc(O)c3)cc2)cccc1[N+](=O)[O-], CCOCC, [H-], [Na+], CN(C)C=O. Yields the product CCOC(=O)CCCOc1cccc(Oc2ccc(CN(Cc3ccccc3)c3cccc([N+](=O)[O-])c3C)cc2)c1. Reaction SMILES: [Br:36][CH2:37][CH2:38][CH2:39][C:40](=[O:41])[O:42][CH2:43][CH3:44].[CH2:1]([c:2]1[cH:3][cH:4][cH:5][cH:6][cH:7]1)[N:8]([c:9]1[c:10]([CH3:18])[c:11]([N+:15](=[O:16])[O-:17])[cH:12][cH:13][cH:14]1)[CH2:19][c:20]1[cH:21][cH:22][c:23]([O:24][c:25]2[cH:26][c:27]([OH:31])[cH:28][cH:29][cH:30]2)[cH:32][cH:33]1.[CH3:50][CH2:51][O:52][CH2:53][CH3:54].[H-:35].[Na+:34].[O:45]=[CH:46][N:47]([CH3:48])[CH3:49]>>[CH2:1]([c:2]1[cH:3][cH:4][cH:5][cH:6][cH:7]1)[N:8]([c:9]1[c:10]([CH3:18])[c:11]([N+:15](=[O:16])[O-:17])[cH:12][cH:13][cH:14]1)[CH2:19][c:20]1[cH:21][cH:22][c:23]([O:24][c:25]2[cH:26][c:27]([O:31][CH2:37][CH2:38][CH2:39][C:40](=[O:41])[O:42][CH2:43][CH3:44])[cH:28][cH:29][cH:30]2)[cH:32][cH:33]1. Reactants: FC(F)(F)c1cccc(OCCBr)c1, COc1ncnc2sc(NC(=O)N3CCC(N)C3)nc12, CN(C)C=O, CCN(C(C)C)C(C)C, O. Product: COc1ncnc2sc(NC(=O)N3CCC(NCCOc4cccc(C(F)(F)F)c4)C3)nc12. As a reaction SMILES: [Br:30][CH2:31][CH2:32][O:33][c:34]1[cH:35][c:36]([C:40]([F:41])([F:42])[F:43])[cH:37][cH:38][cH:39]1.[CH3:1][O:2][c:3]1[c:4]2[c:5]([n:6][cH:7][n:8]1)[s:9][c:10]([NH:12][C:13](=[O:14])[N:15]1[CH2:16][CH:17]([NH2:20])[CH2:18][CH2:19]1)[n:11]2.[CH3:45][N:46]([CH3:47])[CH:48]=[O:49].[CH:21]([N:22]([CH2:23][CH3:24])[CH:25]([CH3:26])[CH3:27])([CH3:28])[CH3:29].[OH2:44]>>[CH3:1][O:2][c:3]1[c:4]2[c:5]([n:6][cH:7][n:8]1)[s:9][c:10]([NH:12][C:13](=[O:14])[N:15]1[CH2:16][CH:17]([NH:20][CH2:31][CH2:32][O:33][c:34]3[cH:35][c:36]([C:40]([F:41])([F:42])[F:43])[cH:37][cH:38][cH:39]3)[CH2:18][CH2:19]1)[n:11]2.